From a dataset of the Open Reaction Database (ORD), a public repository of structured organic reaction records. describe an organic reaction: reactants, conditions, products, and yield Starting materials: CC1CCNCC1 (4-methylpiperidine), CN1C(=C(C2=CC=CC=C12)C(C(=O)Cl)=O)COC1=CC=C(C=C1)Cl (1-methyl-2-(4-chlorophenoxymethyl)-3-[2-chloro-1,2-ethanedionyl]-1H-indole). The solvent is O1CCCC1 (tetrahydrofuran). Run at time 8 hour. The product is CN1C(=C(C2=CC=CC=C12)C(C(=O)N1CCC(CC1)C)=O)COC1=CC=C(C=C1)Cl (1-methyl-2-(4-chlorophenoxymethyl)-3-[2-(4-methylpiperidin-1-yl)-1,2-ethanedionyl]-1H-indole). RXN SMILES: [CH3:1][CH:2]1[CH2:7][CH2:6][NH:5][CH2:4][CH2:3]1.[CH3:8][N:9]1[C:17]2[C:12](=[CH:13][CH:14]=[CH:15][CH:16]=2)[C:11]([C:18](=[O:22])[C:19](Cl)=[O:20])=[C:10]1[CH2:23][O:24][C:25]1[CH:30]=[CH:29][C:28]([Cl:31])=[CH:27][CH:26]=1>O1CCCC1>[CH3:8][N:9]1[C:17]2[C:12](=[CH:13][CH:14]=[CH:15][CH:16]=2)[C:11]([C:18](=[O:22])[C:19]([N:5]2[CH2:6][CH2:7][CH:2]([CH3:1])[CH2:3][CH2:4]2)=[O:20])=[C:10]1[CH2:23][O:24][C:25]1[CH:30]=[CH:29][C:28]([Cl:31])=[CH:27][CH:26]=1. Procedure: Under a nitrogen atmosphere, 4-methylpiperidine (0.490 ml, 0.411 g, 4.14 mmol) was dissolved in 3.0 ml of dry tetrahydrofuran in a round bottom flask over an ice bath. To this reaction mixture was added 1-methyl-2-(4-chlorophenoxymethyl)-3-[2-chloro-1,2-ethanedionyl]-1H-indole (0.500 g, 1.39 mmol) and the resulting mixture was stirred at room temperature overnight. The progress of the reaction was monitored by thin layer chromatography. Starting materials: BrC=1C=C(C(=O)NC2=CC=C(C=C2)OC(F)(F)Cl)C=CC1F (3-bromo-N-(4-(chlorodifluoromethoxy)phenyl)-4-fluorobenzamide), Cl.Cl.N[C@@H]1[C@H](CNC1)O ((3S,4S)-4-aminopyrrolidin-3-ol dihydrochloride). Yields the product N[C@H]1CN(C[C@@H]1O)C1=C(C=C(C(=O)NC2=CC=C(C=C2)OC(F)(F)Cl)C=C1)Br (4-((3S,4S)-3-Amino-4-hydroxypyrrolidin-1-yl)-3-bromo-N-(4-(chlorodifluoromethoxy)phenyl)benzamide). Reaction SMILES: [Br:1][C:2]1[CH:3]=[C:4]([CH:19]=[CH:20][C:21]=1F)[C:5]([NH:7][C:8]1[CH:13]=[CH:12][C:11]([O:14][C:15]([Cl:18])([F:17])[F:16])=[CH:10][CH:9]=1)=[O:6].Cl.Cl.[NH2:25][C@H:26]1[CH2:30][NH:29][CH2:28][C@@H:27]1[OH:31]>>[NH2:25][C@@H:26]1[C@@H:27]([OH:31])[CH2:28][N:29]([C:21]2[CH:20]=[CH:19][C:4]([C:5]([NH:7][C:8]3[CH:13]=[CH:12][C:11]([O:14][C:15]([Cl:18])([F:17])[F:16])=[CH:10][CH:9]=3)=[O:6])=[CH:3][C:2]=2[Br:1])[CH2:30]1 |f:1.2.3|. Procedure details: The title compound was prepared in an analogous fashion to that described in Example 1 using 3-bromo-N-(4-(chlorodifluoromethoxy)phenyl)-4-fluorobenzamide (Stage 76.2) and (3S,4S)-4-aminopyrrolidin-3-ol dihydrochloride (Stage 76.3) to give the title product as a beige solid. HPLC (Condition 7) tR=6.08 min, UPLC-MS (Condition 3) tR=0.82 min, m/z=476.1/478.1 [M+H]+. The reactants are Cc1ccccc1, Cc1cccc(C)c1N(CCl)C(=O)CCl, [Na+], [OH-], O, c1cn[nH]c1. The product is Cc1cccc(C)c1N(Cn1cccn1)C(=O)CCl. RXN SMILES: [CH3:24][c:25]1[cH:26][cH:27][cH:28][cH:29][cH:30]1.[Cl:9][CH2:10][C:11](=[O:12])[N:13]([c:14]1[c:15]([CH3:21])[cH:16][cH:17][cH:18][c:19]1[CH3:20])[CH2:22][Cl:23].[Na+:7].[OH-:6].[OH2:8].[nH:1]1[n:2][cH:3][cH:4][cH:5]1>>[n:1]1([CH2:22][N:13]([C:11]([CH2:10][Cl:9])=[O:12])[c:14]2[c:15]([CH3:21])[cH:16][cH:17][cH:18][c:19]2[CH3:20])[n:2][cH:3][cH:4][cH:5]1. The reactants are C(C)(=O)OCC(COC(C)=O)NC(=O)C=1C(=C(C(=C(C1I)C(=O)NC(COC(C)=O)COC(C)=O)I)NC(OCC1OC1)=O)I (oxiranylmethyl [3,5-bis [[[2-(acetyloxy)-1-[(acetyloxy)methyl]ethyl]amino]carbonyl]-2,4,6-triiodophenyl]carbamate), N1=CC=CC=C1 (pyridine). Run in C(C)(=O)OCC (ethyl acetate). The product is C(C)(=O)OCC(COC(C)=O)NC(=O)C1=C(C(=C(C(=C1I)N1C(OCC1CO)=O)I)C(=O)NC(COC(C)=O)COC(C)=O)I (N,N'-Bis[2-(acetyloxy)-1-[(acetyloxy)methyl]ethyl]-5-[4-(hydroxymethyl)-2-oxo-3-oxazolidinyl]-2,4,6-triiodo-1,3-benzenedicarboxamide). The yield is 76.2%. RXN SMILES: [C:1]([O:4][CH2:5][CH:6]([NH:12][C:13]([C:15]1[C:16]([I:45])=[C:17]([NH:37][C:38](=[O:44])[O:39][CH2:40][CH:41]2[CH2:43][O:42]2)[C:18]([I:36])=[C:19]([C:22]([NH:24][CH:25]([CH2:31][O:32][C:33](=[O:35])[CH3:34])[CH2:26][O:27][C:28](=[O:30])[CH3:29])=[O:23])[C:20]=1[I:21])=[O:14])[CH2:7][O:8][C:9](=[O:11])[CH3:10])(=[O:3])[CH3:2].N1C=CC=CC=1>C(OCC)(=O)C>[C:1]([O:4][CH2:5][CH:6]([NH:12][C:13]([C:15]1[C:16]([I:45])=[C:17]([N:37]2[CH:41]([CH2:43][OH:42])[CH2:40][O:39][C:38]2=[O:44])[C:18]([I:36])=[C:19]([C:22]([NH:24][CH:25]([CH2:31][O:32][C:33](=[O:35])[CH3:34])[CH2:26][O:27][C:28](=[O:30])[CH3:29])=[O:23])[C:20]=1[I:21])=[O:14])[CH2:7][O:8][C:9](=[O:11])[CH3:10])(=[O:3])[CH3:2]. Procedure: A solution of oxiranylmethyl [3,5-bis [[[2-(acetyloxy)-1-[(acetyloxy)methyl]ethyl]amino]carbonyl]-2,4,6-triiodophenyl]carbamate of Example 3a (12.1 g, 12.4 mmol) in freshly distilled anhydrous pyridine (120 ml) was heated at 75° C. for 45 minutes. Pyridine was removed under diminished pressure at 45° C. and the residue was co-evaporated twice with toluene (75 ml). The solid thus obtained was dissolved in ethyl acetate (250 ml) and the solution was washed with H2O (1×100 ml). The organic layer wa... Starting materials: ClC=1C=C(C=CC1)CN1C(=C(C2=C(C=CC=C12)OC)C(C(=O)N)O)CC (1-[(3-chlorophenyl)methyl]-2-ethyl-4-methoxy-alpha-hydroxy-1H-indole-3-acetamide), C(C)[SiH](CC)CC (triethylsilane). The solvent is FC(C(=O)O)(F)F (trifluoroacetic acid). Yields the product ClC=1C=C(C=CC1)CN1C(=C(C2=C(C=CC=C12)OC)CC(=O)N)CC (1-[(3-chlorophenyl)methyl]-2-ethyl-4-methoxy-1H-indole-3-acetamide), silica gel. Isolated yield 48.0%. Reaction SMILES: [Cl:1][C:2]1[CH:3]=[C:4]([CH2:8][N:9]2[C:17]3[C:12](=[C:13]([O:18][CH3:19])[CH:14]=[CH:15][CH:16]=3)[C:11]([CH:20](O)[C:21]([NH2:23])=[O:22])=[C:10]2[CH2:25][CH3:26])[CH:5]=[CH:6][CH:7]=1.C([SiH](CC)CC)C>FC(F)(F)C(O)=O>[Cl:1][C:2]1[CH:3]=[C:4]([CH2:8][N:9]2[C:17]3[C:12](=[C:13]([O:18][CH3:19])[CH:14]=[CH:15][CH:16]=3)[C:11]([CH2:20][C:21]([NH2:23])=[O:22])=[C:10]2[CH2:25][CH3:26])[CH:5]=[CH:6][CH:7]=1. Reported procedure: By the method in Example 75, Part F, 280 mg (0.75 mmol) of 1-[(3-chlorophenyl)methyl]-2-ethyl-4-methoxy-alpha-hydroxy-1H-indole-3-acetamide was reduced with 0.12 mL (0.75 mmol) of triethylsilane in 2 mL of trifluoroacetic acid to give by chromatography on silica gel (eluted ethyl acetate) 125 mg (48% yield) of 1-[(3-chlorophenyl)methyl]-2-ethyl-4-methoxy-1H-indole-3-acetamide.